From a dataset of the Open Reaction Database (ORD), a public repository of structured organic reaction records. describe an organic reaction: reactants, conditions, products, and yield The reactants are O=c1cc(C(F)(F)F)c2c(OCc3ccccc3)c(Br)ccc2[nH]1, CC(C)I, CN(C)C=O. Product: CC(C)Oc1cc(C(F)(F)F)c2c(OCc3ccccc3)c(Br)ccc2n1. Reaction SMILES: [CH2:1]([c:2]1[cH:3][cH:4][cH:5][cH:6][cH:7]1)[O:8][c:9]1[c:10]2[c:11]([C:21]([F:22])([F:23])[F:24])[cH:12][c:13](=[O:20])[nH:14][c:15]2[cH:16][cH:17][c:18]1[Br:19].[CH:25]([CH3:26])([CH3:27])[I:28].[O:29]=[CH:30][N:31]([CH3:32])[CH3:33]>>[CH2:1]([c:2]1[cH:3][cH:4][cH:5][cH:6][cH:7]1)[O:8][c:9]1[c:10]2[c:11]([C:21]([F:22])([F:23])[F:24])[cH:12][c:13]([O:20][CH:25]([CH3:26])[CH3:27])[n:14][c:15]2[cH:16][cH:17][c:18]1[Br:19]. Reactants: C(C)OC(=O)C1=CC=C(C=C1)C1CCCC=2N1C=NC2 (5-(p-ethoxycarbonylphenyl)-5,6,7,8-tetrahydroimidazo[1,5-a]pyridine), [H-].C(C(C)C)[Al+]CC(C)C (diisobutylaluminium hydride). Run in C(Cl)Cl (methylene chloride), C1(=CC=CC=C1)C (toluene). Yields the product OCC1=CC=C(C=C1)C1CCCC=2N1C=NC2 (5-(p-Hydroxymethylphenyl)-5,6,7,8-tetrahydroimidazo[1,5-a]pyridine). As a reaction SMILES: C([O:3][C:4]([C:6]1[CH:11]=[CH:10][C:9]([CH:12]2[N:17]3[CH:18]=[N:19][CH:20]=[C:16]3[CH2:15][CH2:14][CH2:13]2)=[CH:8][CH:7]=1)=O)C.[H-].C([Al+]CC(C)C)C(C)C>C(Cl)Cl.C1(C)C=CC=CC=1>[OH:3][CH2:4][C:6]1[CH:11]=[CH:10][C:9]([CH:12]2[N:17]3[CH:18]=[N:19][CH:20]=[C:16]3[CH2:15][CH2:14][CH2:13]2)=[CH:8][CH:7]=1 |f:1.2|. Procedure: A solution of 0.40 g of 5-(p-ethoxycarbonylphenyl)-5,6,7,8-tetrahydroimidazo[1,5-a]pyridine in 20 ml of methylene chloride is cooled to -70° under nitrogen and 4.0 ml of a 1.53M diisobutylaluminium hydride solution in toluene is added dropwise. The reaction mixture is allowed to warm to room temperature, quenched with 3.2 ml of methanol and 15 ml of water and filtered through Celite®. The layers are separated, the organic one is dried over sodium sulfate and evaporated to yield the title compoun... Starting materials: NC1=CC(=C(C(=O)O)C=C1[N+](=O)[O-])C (4-amino-2-methyl-5-nitro-benzoic acid), S(=O)(Cl)Cl (thionyl chloride). Run in ClC(C)Cl (dichloroethane). The product is NC1=CC(=C(C(=O)Cl)C=C1[N+](=O)[O-])C (4-Amino-2-methyl-5-nitro-benzoylchloride). As a reaction SMILES: [NH2:1][C:2]1[C:10]([N+:11]([O-:13])=[O:12])=[CH:9][C:5]([C:6](O)=[O:7])=[C:4]([CH3:14])[CH:3]=1.S(Cl)([Cl:17])=O>ClC(Cl)C>[NH2:1][C:2]1[C:10]([N+:11]([O-:13])=[O:12])=[CH:9][C:5]([C:6]([Cl:17])=[O:7])=[C:4]([CH3:14])[CH:3]=1. Procedure: Prepared analogously to example 53a from 4-amino-2-methyl-5-nitro-benzoic acid and thionyl chloride in dichloroethane. The reactants are O=C(O)c1ccc(CBr)cc1, C=CCCOCc1ccc(C(=O)O)cc1, CCCO, [H-], [Na+]. Product: CCCOCc1ccc(C(=O)O)cc1. RXN SMILES: [Br:1][CH2:2][c:3]1[cH:4][cH:5][c:6]([C:7]([OH:8])=[O:9])[cH:10][cH:11]1.[CH2:14]([CH2:15][CH:16]=[CH2:17])[O:18][CH2:19][c:20]1[cH:21][cH:22][c:23]([C:24](=[O:25])[OH:26])[cH:27][cH:28]1.[CH2:29]([OH:30])[CH2:31][CH3:32].[H-:12].[Na+:13]>>[CH2:14]([CH2:15][CH3:16])[O:18][CH2:19][c:20]1[cH:21][cH:22][c:23]([C:24](=[O:25])[OH:26])[cH:27][cH:28]1. Reactants: CS(C)=O, FC(F)(F)c1cccc(CCl)c1, O=C1c2ccccc2C(=O)N1O, ClCc1ccccc1. Yields the product O=C1c2ccccc2C(=O)N1OCc1ccccc1. As a reaction SMILES: [CH3:33][S:34](=[O:35])[CH3:36].[F:9][C:10]([F:11])([F:12])[c:13]1[cH:14][c:15]([CH2:16][Cl:17])[cH:18][cH:19][cH:20]1.[OH:21][N:22]1[C:23](=[O:32])[c:24]2[c:25]([cH:28][cH:29][cH:30][cH:31]2)[C:26]1=[O:27].[c:1]1([CH2:7][Cl:8])[cH:2][cH:3][cH:4][cH:5][cH:6]1>>[c:1]1([CH2:7][O:21][N:22]2[C:23](=[O:32])[c:24]3[c:25]([cH:28][cH:29][cH:30][cH:31]3)[C:26]2=[O:27])[cH:2][cH:3][cH:4][cH:5][cH:6]1. The reactants are C1(=CC=CC=C1)B(O)O (phenylboronic acid), [N+](=O)(O)[O-] (nitric acid), ice water. Solvent: C(C)(=O)OC(C)=O (Acetic anhydride). The product is NC1=C(C=CC=C1)B(O)O (o-aminophenylboronic Acid). As a reaction SMILES: [C:1]1([B:7]([OH:9])[OH:8])[CH:6]=[CH:5][CH:4]=[CH:3][CH:2]=1.[N+:10]([O-])(O)=O>C(OC(=O)C)(=O)C>[NH2:10][C:2]1[CH:3]=[CH:4][CH:5]=[CH:6][C:1]=1[B:7]([OH:9])[OH:8]. Reported procedure: To a three necked round bottom flask equipped with an addition funnel (and argon inlet), thermometer and septum is added phenylboronic acid (40.13 g, 0.33 moles). Acetic anhydride (400 ml) is charged through the septum via syringe. Using a stir bar the mixture is then stirred under argon until the temperature reaches 0° C. with external cooling (ice bath). Fuming nitric acid (25.01 g, 0.397 moles) is added slowly over the course of thirty minutes. The reaction is then allowed to stir an addition...